Dataset: the Open Reaction Database (ORD), a public repository of structured organic reaction records. Task: describe an organic reaction: reactants, conditions, products, and yield Starting materials: C(C)(C)(C)OC(NC=1C=C2C(N(C(=NC2=CC1)N(CC)CC)NC(CC1=CC(=CC(=C1)F)F)=O)=O)=O ({2-Diethylamino-3-[2-(3,5-difluoro-phenyl)-acetylamino]-4-oxo-3,4-dihydro-quinazolin-6-yl}-carbamic acid tert-butyl ester). Solvent: Cl (HCl), C(C)(=O)O (acetic acid). Reaction conditions: time 1 hour. Product: NC=1C=C2C(N(C(=NC2=CC1)N(CC)CC)NC(CC1=CC(=CC(=C1)F)F)=O)=O (N-(6-Amino-2-diethylamino-4-oxo-4H-quinazolin-3-yl)-2-(3,5-difluoro-phenyl)-acetamide), hydrochloride salt. Isolated yield 77.0%. As a reaction SMILES: C(OC(=O)[NH:7][C:8]1[CH:9]=[C:10]2[C:15](=[CH:16][CH:17]=1)[N:14]=[C:13]([N:18]([CH2:21][CH3:22])[CH2:19][CH3:20])[N:12]([NH:23][C:24](=[O:34])[CH2:25][C:26]1[CH:31]=[C:30]([F:32])[CH:29]=[C:28]([F:33])[CH:27]=1)[C:11]2=[O:35])(C)(C)C>Cl.C(O)(=O)C>[NH2:7][C:8]1[CH:9]=[C:10]2[C:15](=[CH:16][CH:17]=1)[N:14]=[C:13]([N:18]([CH2:19][CH3:20])[CH2:21][CH3:22])[N:12]([NH:23][C:24](=[O:34])[CH2:25][C:26]1[CH:27]=[C:28]([F:33])[CH:29]=[C:30]([F:32])[CH:31]=1)[C:11]2=[O:35]. Procedure: {2-Diethylamino-3-[2-(3,5-difluoro-phenyl)-acetylamino]-4-oxo-3,4-dihydro-quinazolin-6-yl}-carbamic acid tert-butyl ester was dissolved in 1 M HCl in acetic acid. The mixture was stirred at RT for 1 h. The mixture was evaporated to near dryness, followed by addition of diethyl ether. The formed precipitate was collected by filtration, washed with diethyl ether and dried to give the title compound as a hydrochloride salt (0.40 g, 77%).